The task is: describe an organic reaction: reactants, conditions, products, and yield. This data is from the Open Reaction Database (ORD), a public repository of structured organic reaction records. As a reaction SMILES: [O:1]1[C:6]2[CH:7]=[CH:8][C:9]([C:11]3[N:16]4[N:17]=[C:18]([NH2:20])[N:19]=[C:15]4[CH:14]=[C:13]([CH3:21])[CH:12]=3)=[CH:10][C:5]=2[O:4][CH2:3][CH2:2]1.Br[C:23]1[CH:36]=[CH:35][C:26]([O:27][CH2:28][CH2:29][N:30]2[CH2:34][CH2:33][CH2:32][CH2:31]2)=[CH:25][CH:24]=1.CC1(C)C2C(=C(P(C3C=CC=CC=3)C3C=CC=CC=3)C=CC=2)OC2C(P(C3C=CC=CC=3)C3C=CC=CC=3)=CC=CC1=2.CC(C)([O-])C.[Na+]>CC(N(C)C)=O.C1C=CC(/C=C/C(/C=C/C2C=CC=CC=2)=O)=CC=1.C1C=CC(/C=C/C(/C=C/C2C=CC=CC=2)=O)=CC=1.C1C=CC(/C=C/C(/C=C/C2C=CC=CC=2)=O)=CC=1.[Pd].[Pd].O1CCOCC1>[O:1]1[C:6]2[CH:7]=[CH:8][C:9]([C:11]3[N:16]4[N:17]=[C:18]([NH:20][C:23]5[CH:24]=[CH:25][C:26]([O:27][CH2:28][CH2:29][N:30]6[CH2:31][CH2:32][CH2:33][CH2:34]6)=[CH:35][CH:36]=5)[N:19]=[C:15]4[CH:14]=[C:13]([CH3:21])[CH:12]=3)=[CH:10][C:5]=2[O:4][CH2:3][CH2:2]1 |f:3.4,6.7.8.9.10|. Run at temperature 130 celsius. Product: O1CCOC2=C1C=CC(=C2)C2=CC(=CC=1N2N=C(N1)NC1=CC=C(C=C1)OCCN1CCCC1)C ([5-(2,3-Dihydro-benzo[1,4]dioxin-6-yl)-7-methyl-[1,2,4]triazolo[1,5-a]pyridin-2-yl]-[4-(2-pyrrolidin-1-yl-ethoxy)-phenyl]-amine). Reagents/catalysts: CC(=O)N(C)C (Dimethylacetamide), C=1C=CC(=CC1)/C=C/C(=O)/C=C/C2=CC=CC=C2.C=1C=CC(=CC1)/C=C/C(=O)/C=C/C2=CC=CC=C2.C=1C=CC(=CC1)/C=C/C(=O)/C=C/C2=CC=CC=C2.[Pd].[Pd] (tris(dibenzylideneacetone)dipalladium). Reported procedure: A microwave tube was charged with 5-(2,3-dihydro-benzo[1,4]dioxin-6-yl)-7-methyl-[1,2,4]triazolo[1,5-a]pyridin-2-ylamine (50 mg, 0.177 mmol), 1-[2-(4-bromophenoxyl)ethyl]pyrrolidine (0.05 ml, 0.23 mmol), tris(dibenzylideneacetone)dipalladium (8 mg. 0.009 mmol), Xantphos (10 mg, 0.018 mmol), sodium tert butoxide (35 mg, 0.354 mmol) and dioxane (1 ml). Dimethylacetamide (2 drops) was added to assist with microwave absorption. The mixture was heated at 130° C. for 15 min. Upon cooling the reaction ... Starting materials: O1CCOC2=C1C=CC(=C2)C2=CC(=CC=1N2N=C(N1)N)C (5-(2,3-dihydro-benzo[1,4]dioxin-6-yl)-7-methyl-[1,2,4]triazolo[1,5-a]pyridin-2-ylamine), BrC1=CC=C(OCCN2CCCC2)C=C1 (1-[2-(4-bromophenoxyl)ethyl]pyrrolidine), CC1(C2=C(C(=CC=C2)P(C3=CC=CC=C3)C4=CC=CC=C4)OC5=C(C=CC=C51)P(C6=CC=CC=C6)C7=CC=CC=C7)C (Xantphos), CC(C)([O-])C.[Na+] (sodium tert butoxide). Run in O1CCOCC1 (dioxane). Reactants: BrC1=CC=C(C(C(=O)O)=C1)O (5-bromosalicylic acid), NC=1SC=C(N1)C1=CC=CC=C1 (2-amino-4-phenylthiazole), raw materials. Yields the product BrC=1C=CC(=C(C(=O)NC=2SC=C(N2)C2=CC=CC=C2)C1)O (5-Bromo-N-(4-phenylthiazol-2-yl)-2-hydroxybenzamide). Isolated yield 16.0%. Reaction SMILES: [Br:1][C:2]1[CH:10]=[C:6]([C:7]([OH:9])=O)[C:5]([OH:11])=[CH:4][CH:3]=1.[NH2:12][C:13]1[S:14][CH:15]=[C:16]([C:18]2[CH:23]=[CH:22][CH:21]=[CH:20][CH:19]=2)[N:17]=1>>[Br:1][C:2]1[CH:3]=[CH:4][C:5]([OH:11])=[C:6]([CH:10]=1)[C:7]([NH:12][C:13]1[S:14][CH:15]=[C:16]([C:18]2[CH:23]=[CH:22][CH:21]=[CH:20][CH:19]=2)[N:17]=1)=[O:9]. Procedure: Using 5-bromosalicylic acid and 2-amino-4-phenylthiazole as the raw materials, the same operation as the example 195(3) gave the title compound. Yields the product CC(C)C(C(=N)OCc1cccc(Oc2ccccc2)c1)c1ccc(Cl)cc1. The reactants are [Ag+], F[B-](F)(F)F, CCOCC, CC(C)C(C(N)=O)c1ccc(Cl)cc1, ClCCl, BrCc1cccc(Oc2ccccc2)c1. Reaction SMILES: [Ag+:38].[B-:33]([F:34])([F:35])([F:36])[F:37].[CH2:39]([O:40][CH2:41][CH3:42])[CH3:43].[Cl:1][c:2]1[cH:3][cH:4][c:5]([CH:8]([C:9](=[O:10])[NH2:11])[CH:12]([CH3:13])[CH3:14])[cH:6][cH:7]1.[Cl:30][CH2:31][Cl:32].[O:15]([c:16]1[cH:17][cH:18][cH:19][cH:20][cH:21]1)[c:22]1[cH:23][c:24]([CH2:25][Br:26])[cH:27][cH:28][cH:29]1>>[Cl:1][c:2]1[cH:3][cH:4][c:5]([CH:8]([C:9]([O:10][CH2:25][c:24]2[cH:23][c:22]([O:15][c:16]3[cH:17][cH:18][cH:19][cH:20][cH:21]3)[cH:29][cH:28][cH:27]2)=[NH:11])[CH:12]([CH3:13])[CH3:14])[cH:6][cH:7]1. The reactants are S(=O)(Cl)Cl (thionyl chloride), C(C)N(CCOCCO)CC (2-(2-di-ethylaminoethoxy)-ethanol). Run in C1=CC=CC=C1 (benzene). Yields the product C(C)N(CCOCCCl)CC (2-(2-Diethylaminoethoxy)-ethyl Chloride). Reaction SMILES: S(Cl)([Cl:3])=O.[CH2:5]([N:7]([CH2:14][CH3:15])[CH2:8][CH2:9][O:10][CH2:11][CH2:12]O)[CH3:6]>C1C=CC=CC=1>[CH2:5]([N:7]([CH2:14][CH3:15])[CH2:8][CH2:9][O:10][CH2:11][CH2:12][Cl:3])[CH3:6]. Procedure details: A modification of the procedure described in J. Am. Chem. Soc. 76:3163 (1954) was used to obtain this compound, beginning with the dropwise addition of thionyl chloride (17.02 mL, 233.42 mmol) to a solution of 2-(2-di-ethylaminoethoxy)-ethanol in benzene (100 mL). The reaction mixture was stirred at reflux for 1.5 hours and the volatiles were removedunder diminished pressure. The oily residue crystallized in ether, was nearly homogeneous by TLC, and was used without further purification. The HCl...